Dataset: the Open Reaction Database (ORD), a public repository of structured organic reaction records. Task: describe an organic reaction: reactants, conditions, products, and yield Starting materials: CN(C)CC1CC=2C=CC(=CC2CC1)NC(=O)C1=CC=C(C=C1)C1=CC=C(C=C1)C=O (N-[6-[(N,N-Dimethylamino)methyl]-5,6,7,8-tetrahydro-2-naphthalenyl]-4′-formyl[1,1′-biphenyl]-4-carboxamide), C(C)(=O)OCC (Ethyl acetate), [BH4-].[Na+] (sodium borohydride). Run in O1C(CCC1)CO (tetrahydrofuran-methanol), solution. Reaction conditions: time 2 hour. Yields the product CN(C)CC1CC=2C=CC(=CC2CC1)NC(=O)C1=CC=C(C=C1)C1=CC=C(C=C1)CO (N-[6-[(N,N-Dimethylamino)methyl]-5,6,7,8-tetrahydro-2-naphthalenyl]-4′-(hydroxymethyl)[1,1′-biphenyl]-4-carboxamide). Yield: 85.7%. As a reaction SMILES: [CH3:1][N:2]([CH2:4][CH:5]1[CH2:14][CH2:13][C:12]2[CH:11]=[C:10]([NH:15][C:16]([C:18]3[CH:23]=[CH:22][C:21]([C:24]4[CH:29]=[CH:28][C:27]([CH:30]=[O:31])=[CH:26][CH:25]=4)=[CH:20][CH:19]=3)=[O:17])[CH:9]=[CH:8][C:7]=2[CH2:6]1)[CH3:3].[BH4-].[Na+].C(OCC)(=O)C>O1CCCC1CO>[CH3:3][N:2]([CH2:4][CH:5]1[CH2:14][CH2:13][C:12]2[CH:11]=[C:10]([NH:15][C:16]([C:18]3[CH:23]=[CH:22][C:21]([C:24]4[CH:25]=[CH:26][C:27]([CH2:30][OH:31])=[CH:28][CH:29]=4)=[CH:20][CH:19]=3)=[O:17])[CH:9]=[CH:8][C:7]=2[CH2:6]1)[CH3:1] |f:1.2|. Procedure: N-[6-[(N,N-Dimethylamino)methyl]-5,6,7,8-tetrahydro-2-naphthalenyl]-4′-formyl[1,1′-biphenyl]-4-carboxamide (100 mg, 0.242 mmol) was dissolved in tetrahydrofuran-methanol (1:1) solution (2.4 ml), then sodium borohydride (18.3 mg, 0.485 mmol) was added, which was stirred for 2 hours. Ethyl acetate was added to the reaction mixture, which was washed with saturated aqueous sodium chloride solution, dried using anhydrous magnesium sulfate, and the solvent was distilled out under reduced pressure. The...